This data is from the Open Reaction Database (ORD), a public repository of structured organic reaction records. The task is: describe an organic reaction: reactants, conditions, products, and yield The reactants are [BH4-], CCO, CC1=Nc2ccccc2N2CCc3cccc1c32, Cl, [Na+], O. Yields the product CC1Nc2ccccc2N2CCc3cccc1c32. Reaction SMILES: [BH4-:23].[CH3:20][CH2:21][OH:22].[CH3:2][C:3]1=[N:9][c:8]2[c:7]([cH:13][cH:12][cH:11][cH:10]2)[N:6]2[c:5]3[c:4]1[cH:19][cH:18][cH:17][c:16]3[CH2:15][CH2:14]2.[ClH:1].[Na+:24].[OH2:25]>>[CH3:2][CH:3]1[c:4]2[c:5]3[c:16]([cH:17][cH:18][cH:19]2)[CH2:15][CH2:14][N:6]3[c:7]2[c:8]([cH:10][cH:11][cH:12][cH:13]2)[NH:9]1.